From a dataset of the Open Reaction Database (ORD), a public repository of structured organic reaction records. describe an organic reaction: reactants, conditions, products, and yield Starting materials: FC(C1=CC=C(C=C1)B(O)O)(F)F (4-(Trifluoromethyl)phenylboronic acid), BrC=1C=C(C(=O)O)C=CC1 (3-bromobenzoic acid), C(=O)([O-])[O-].[Na+].[Na+] (Na2CO3). The reagents and catalysts are [Pd] (Pd/C). Run in CC(C)O.O (2-propanol water). Reaction conditions: temperature 70 celsius. Yields the product FC(C1=CC=C(C=C1)C=1C=C(C(=O)O)C=CC1)(F)F (3-(4-Trifluoromethylphenyl)-benzoic acid). RXN SMILES: [F:1][C:2]([F:13])([F:12])[C:3]1[CH:8]=[CH:7][C:6](B(O)O)=[CH:5][CH:4]=1.Br[C:15]1[CH:16]=[C:17]([CH:21]=[CH:22][CH:23]=1)[C:18]([OH:20])=[O:19].C([O-])([O-])=O.[Na+].[Na+]>CC(O)C.O.[Pd]>[F:1][C:2]([F:13])([F:12])[C:3]1[CH:8]=[CH:7][C:6]([C:15]2[CH:16]=[C:17]([CH:21]=[CH:22][CH:23]=2)[C:18]([OH:20])=[O:19])=[CH:5][CH:4]=1 |f:2.3.4,5.6|. Procedure: The Suzuki coupling was carried out according to the method of Dyer et al. (2001) Tetrahedron Letters 42: 1765-1767. Commercially available 4-(Trifluoromethyl)phenylboronic acid (15 g, 78.7 mmol) and 3-bromobenzoic acid (15.1 g, 75 mmol) were suspended in 2-propanol:water (1:4, 72 mL). 10% Pd/C (1.5 g) was added followed by aqueous Na2CO3 (39 mL, 20% by wt.). The resulting mixture was heated at 70° C. for 4 hours. The precipitate was filtered and rinsed with 20% aqueous Na2CO3 solution. The filt... The reactants are CCN(C(=O)OC(C)(C)C)C1(C2CCN(C(C)c3ccccc3)C2)CC1, C, CCO, [Pd]. Product: CCN(C(=O)OC(C)(C)C)C1(C2CCNC2)CC1. RXN SMILES: [C:1]([CH3:2])([CH3:3])([CH3:4])[O:5][C:6](=[O:7])[N:8]([CH2:9][CH3:10])[C:11]1([CH:14]2[CH2:15][N:16]([CH:19]([c:20]3[cH:21][cH:22][cH:23][cH:24][cH:25]3)[CH3:26])[CH2:17][CH2:18]2)[CH2:12][CH2:13]1.[C:30].[CH3:27][CH2:28][OH:29].[Pd:31]>>[C:1]([CH3:2])([CH3:3])([CH3:4])[O:5][C:6](=[O:7])[N:8]([CH2:9][CH3:10])[C:11]1([CH:14]2[CH2:15][NH:16][CH2:17][CH2:18]2)[CH2:12][CH2:13]1.